From a dataset of the Open Reaction Database (ORD), a public repository of structured organic reaction records. describe an organic reaction: reactants, conditions, products, and yield The solvent is O1CCCC1 (tetrahydrofuran). Reaction conditions: time 12 hour. Yields the product ethyl acetate hexanes, C1(CCCCC1)C=1C=C(C=CC1OCCN1CCOCC1)Cl (3-cyclohexyl-4-morpholinoethoxy-chlorobenzene). As a reaction SMILES: C1(P(C2C=CC=CC=2)C2C=CC=CC=2)C=CC=CC=1.[CH:20]1([C:26]2[CH:31]=[C:30]([Cl:32])[CH:29]=[CH:28][C:27]=2[OH:33])[CH2:25][CH2:24][CH2:23][CH2:22][CH2:21]1.O[CH2:35][CH2:36][N:37]1[CH2:42][CH2:41][O:40][CH2:39][CH2:38]1.CCOC(/N=N/C(OCC)=O)=O>O1CCCC1>[CH:20]1([C:26]2[CH:31]=[C:30]([Cl:32])[CH:29]=[CH:28][C:27]=2[O:33][CH2:35][CH2:36][N:37]2[CH2:42][CH2:41][O:40][CH2:39][CH2:38]2)[CH2:21][CH2:22][CH2:23][CH2:24][CH2:25]1. The yield is 91.1%. The reactants are CCOC(=O)/N=N/C(=O)OCC (diethylazodicarboxylate), C1(=CC=CC=C1)P(C1=CC=CC=C1)C1=CC=CC=C1 (Triphenylphosphine), C1(CCCCC1)C1=C(C=CC(=C1)Cl)O (2-cyclohexyl-4-chlorophenol), OCCN1CCOCC1 (2-hydroxyethylmorpholine). Reported procedure: Triphenylphosphine (7.47 g, 19.58 mmol) was added to a solution of 2-cyclohexyl-4-chlorophenol (6 g, 28.48 mmol) and 2-hydroxyethylmorpholine (3.5 g, 28.48 mmol) in tetrahydrofuran (50 ml), followed by the dropwise addition of diethylazodicarboxylate (4.5 ml, 28.48 mmol). The mixture stirred at room temperature for 12 hours. The reaction mixture was concentrated under reduced pressure and triturated with dichloromethane/hexanes and then washed with more hexanes. Chromatography (silica, 10-20-30%... Reactants: [Br-], CCCCCCCCCCCCCl, CCCC[N+](CCCC)(CCCC)CCCC, O=C1CCCN1, [Na+], [OH-]. Yields the product CCCCCCCCCCCCN1CCCC1=O. Reaction SMILES: [Br-:22].[CH2:1]([CH2:2][CH2:3][CH2:4][CH2:5][CH2:6][CH2:7][CH2:8][CH2:9][CH2:10][CH2:11][CH3:12])[Cl:13].[CH3:23][CH2:24][CH2:25][CH2:26][N+:27]([CH2:28][CH2:29][CH2:30][CH3:31])([CH2:32][CH2:33][CH2:34][CH3:35])[CH2:36][CH2:37][CH2:38][CH3:39].[NH:16]1[C:17](=[O:21])[CH2:18][CH2:19][CH2:20]1.[Na+:15].[OH-:14]>>[CH2:1]([CH2:2][CH2:3][CH2:4][CH2:5][CH2:6][CH2:7][CH2:8][CH2:9][CH2:10][CH2:11][CH3:12])[N:16]1[C:17](=[O:21])[CH2:18][CH2:19][CH2:20]1. The reactants are CS(=O)(=O)C1=NC(=CC(=N1)C1=CC=C(C=C1)S(=O)(=O)C)C(F)(F)F (2-(methylsulfonyl)-4-[4-(methylsulfonyl)phenyl]-6-(trifluoromethyl)pyrimidine), NCC1=NC=CC=C1 (2-(aminomethyl)-pyridine), resultant solution. The solvent is CC#N (MeCN). The product is CS(=O)(=O)C1=CC=C(C=C1)C1=NC(=NC(=C1)C(F)(F)F)NCC1=NC=CC=C1 (4-[4-(Methylsulfonyl)phenyl]-N-(pyridin-2-ylmethyl)-6-(trifluoromethyl)pyrimidin-2-amine). Yield: 80.0%. As a reaction SMILES: CS([C:5]1[N:10]=[C:9]([C:11]2[CH:16]=[CH:15][C:14]([S:17]([CH3:20])(=[O:19])=[O:18])=[CH:13][CH:12]=2)[CH:8]=[C:7]([C:21]([F:24])([F:23])[F:22])[N:6]=1)(=O)=O.[NH2:25][CH2:26][C:27]1[CH:32]=[CH:31][CH:30]=[CH:29][N:28]=1>CC#N>[CH3:20][S:17]([C:14]1[CH:15]=[CH:16][C:11]([C:9]2[CH:8]=[C:7]([C:21]([F:24])([F:23])[F:22])[N:6]=[C:5]([NH:25][CH2:26][C:27]3[CH:32]=[CH:31][CH:30]=[CH:29][N:28]=3)[N:10]=2)=[CH:12][CH:13]=1)(=[O:19])=[O:18]. Reported procedure: To a stirred solution of 2-(methylsulfonyl)-4-[4-(methylsulfonyl)phenyl]-6-(trifluoromethyl)pyrimidine (0.10 g, 0.26 mmol) in MeCN (4 ml) was added 2-(aminomethyl)-pyridine (0.14, 5 eq) and the resultant solution heated under reflux for 3 h. The cooled reaction mixture was concentrated in vacuo and purified by SPE chromatography using chloroform, diethyl ether, ethyl acetate, acetone and methanol as the eluotropic series of solvents. Concentration in vacuo of the combined fractions containing pu... Starting materials: COCC1=C(C(CC1)=O)CCCCC (3-(methoxymethyl)-2-pentylcyclopent-2-en-1-one). Reagents/catalysts: [Pd] (palladium on carbon). Product: COCC1C(C(CC1)=O)CCCCC (3-(methoxymethyl)-2-pentylcyclopentan-1-one). RXN SMILES: [CH3:1][O:2][CH2:3][C:4]1[CH2:8][CH2:7][C:6](=[O:9])[C:5]=1[CH2:10][CH2:11][CH2:12][CH2:13][CH3:14]>[Pd]>[CH3:1][O:2][CH2:3][CH:4]1[CH2:8][CH2:7][C:6](=[O:9])[CH:5]1[CH2:10][CH2:11][CH2:12][CH2:13][CH3:14]. Procedure details: Using a standard autoclave pressure reactor 3-(methoxymethyl)-2-pentylcyclopent-2-en-1-one (0.5 mol) was hydrogenated at 100° C. and 200 pounds per square inch using 5% palladium on carbon as a catalyst. After filtration, 3-(methoxymethyl)-2-pentylcyclopentan-1-one was obtained as was confirmed by the following data; Solvent: O (water). Starting materials: FC(C1(OC1)C(F)(F)F)(F)F (2,2-bis(trifluoromethyl)oxirane), S(=O)(O)[O-].[Na+] (sodium hydrogensulfite), FC(C1(OC1)C(F)(F)F)(F)F (2,2-bis(trifluoromethyl)oxirane). Yields the product FC(C(CS(=O)(=O)[O-])(C(F)(F)F)O)(F)F.[Na+] (sodium 3,3,3-trifluoro-2-hydroxy-2-trifluoromethylpropane-1-sulfonate). Conditions: temperature 40 celsius, time 10 hour. As a reaction SMILES: [F:1][C:2]([F:11])([F:10])[C:3]1([C:6]([F:9])([F:8])[F:7])[CH2:5][O:4]1.[S:12]([O-:15])([OH:14])=[O:13].[Na+:16]>O>[F:1][C:2]([F:11])([F:10])[C:3]([OH:4])([C:6]([F:9])([F:8])[F:7])[CH2:5][S:12]([O-:15])(=[O:14])=[O:13].[Na+:16] |f:1.2,4.5|. Procedure details: Using the 2,2-bis(trifluoromethyl)oxirane prepared in Synthesis Example 1-2, synthesis was carried out in accordance with the procedure described in US 20100209827. A mixture of 30 g of 2,2-bis(trifluoromethyl)oxirane, 26 g of sodium hydrogensulfite, and 120 g of water was stirred at 40° C. for 10 hours, obtaining an aqueous solution of sodium 3,3,3-trifluoro-2-hydroxy-2-trifluoromethylpropane-1-sulfonate. Subsequently, 34 g of an aqueous solution of 2,000 g/mol of triphenylsulfonium chloride an... Starting materials: Cl, NCCCCC(N)C(=O)O, O. Yields the product NCCCCC(N)C(=O)O. As a reaction SMILES: [ClH:1].[NH2:2][CH2:3][CH2:4][CH2:5][CH2:6][CH:7]([NH2:8])[C:9]([OH:10])=[O:11].[OH2:12]>>[NH2:2][CH2:3][CH2:4][CH2:5][CH2:6][CH:7]([NH2:8])[C:9](=[O:10])[OH:11].